The task is: describe an organic reaction: reactants, conditions, products, and yield. This data is from the Open Reaction Database (ORD), a public repository of structured organic reaction records. Reactants: [Li]C(C)(C)C, CN(C)CCN(C)C, CN(C)C=O, CCCCC, CC(C)(C)OC(=O)c1cccs1. The product is CC(C)(C)OC(=O)c1ccc(C=O)s1. RXN SMILES: [C:21]([Li:22])([CH3:23])([CH3:24])[CH3:25].[CH3:13][N:14]([CH2:15][CH2:16][N:17]([CH3:18])[CH3:19])[CH3:20].[CH3:26][N:27]([CH:28]=[O:29])[CH3:30].[CH3:31][CH2:32][CH2:33][CH2:34][CH3:35].[s:1]1[c:2]([C:6](=[O:7])[O:8][C:9]([CH3:10])([CH3:11])[CH3:12])[cH:3][cH:4][cH:5]1>>[s:1]1[c:2]([C:6](=[O:7])[O:8][C:9]([CH3:10])([CH3:11])[CH3:12])[cH:3][cH:4][c:5]1[CH:28]=[O:29].